From a dataset of the Open Reaction Database (ORD), a public repository of structured organic reaction records. describe an organic reaction: reactants, conditions, products, and yield Starting materials: C(C)OCCO (ethylene glycol monoethyl ether), C/C(=C\C#N)/N (3-aminocrotonitrile), C(#N)CC(=O)NNC(CCCCCCCCCCCCCCCCC)=O (N-cyanoacetyl-N'-stearoylhydrazine), Cl (hydrochloric acid), O (water). The reagents and catalysts are [Cl-].[Zn+2].[Cl-] (zinc chloride). Run at temperature 135 celsius, time 4 hour. Yields the product C(#N)C=1C(=CC=2N(C1C)N=C(N2)CCCCCCCCCCCCCCCCC)O (6-cyano-2-heptadecyl-7-hydroxy-5-methyl[1,2,4]triazolo[2,3-a]pyridine). Reaction SMILES: [CH2:1](OCCO)C.C/[C:8](/N)=[CH:9]\[C:10]#[N:11].[C:13]([CH2:15][C:16]([NH:18][NH:19][C:20](=O)[CH2:21][CH2:22][CH2:23][CH2:24][CH2:25][CH2:26][CH2:27][CH2:28][CH2:29][CH2:30][CH2:31][CH2:32][CH2:33][CH2:34][CH2:35][CH2:36][CH3:37])=O)#[N:14].Cl.[OH2:40]>[Cl-].[Zn+2].[Cl-]>[C:13]([C:15]1[C:8]([OH:40])=[CH:9][C:10]2[N:18]([N:19]=[C:20]([CH2:21][CH2:22][CH2:23][CH2:24][CH2:25][CH2:26][CH2:27][CH2:28][CH2:29][CH2:30][CH2:31][CH2:32][CH2:33][CH2:34][CH2:35][CH2:36][CH3:37])[N:11]=2)[C:16]=1[CH3:1])#[N:14] |f:5.6.7|. Procedure details: A mixture of 1000 ml of ethylene glycol monoethyl ether, 120 g of 3-aminocrotonitrile and 365 g of N-cyanoacetyl-N'-stearoylhydrazine was heated to 135° C. within 2 hours and then refluxed for a further 2 hours. Addition of 150 g of anhydrous zinc chloride and boiling for a further 4 hours were followed by dilution of the melt with 2000 ml of water and addition of 200 ml of 12 % by weight hydrochloric acid. The precipitated product was filtered off with suction, washed with water and dried at 80... Reactants: NC1=NC(=C(C(=N1)C=1OC=CC1)C#N)OCC1=NC=C(C=C1)C (2-amino-4-furan-2-yl-6-(5-methyl-pyridin-2-ylmethoxy)-pyrimidine-5-carbonitrile), M{79Br} H+, BrN1C(CCC1=O)=O (N-bromosuccinimide), M{81Br} H+. Run in CN(C)C=O (DMF). The product is NC1=NC(=C(C(=N1)C=1OC(=CC1)Br)C#N)OCC1=NC=C(C=C1)C (2-Amino-4-(5-bromo-furan-2-yl)-6-(5-methyl-pyridin-2-ylmethoxy)-pyrimidine-5-carbonitrile). RXN SMILES: [NH2:1][C:2]1[N:7]=[C:6]([C:8]2[O:9][CH:10]=[CH:11][CH:12]=2)[C:5]([C:13]#[N:14])=[C:4]([O:15][CH2:16][C:17]2[CH:22]=[CH:21][C:20]([CH3:23])=[CH:19][N:18]=2)[N:3]=1.[Br:24]N1C(=O)CCC1=O>CN(C=O)C>[NH2:1][C:2]1[N:7]=[C:6]([C:8]2[O:9][C:10]([Br:24])=[CH:11][CH:12]=2)[C:5]([C:13]#[N:14])=[C:4]([O:15][CH2:16][C:17]2[CH:22]=[CH:21][C:20]([CH3:23])=[CH:19][N:18]=2)[N:3]=1. Procedure: From 2-amino-4-furan-2-yl-6-(5-methyl-pyridin-2-ylmethoxy)-pyrimidine-5-carbonitrile and N-bromosuccinimide in DMF. ES-MS m/e (%): 388 (M{81Br}+H+, 100), 386 (M{79Br}+H+, 98). The reactants are CC1=C(C=C(C=C1)OC1=CC=C(C=N1)NC(=O)[C@@H](CC)NC(OC(C)(C)C)=O)OC (1,1-dimethylethyl ((1R)-1-{[(6-{[4-methyl-3-(methyloxy)phenyl]oxy}-3-pyridinyl)amino]carbonyl}propyl)carbamate), CC1=C(C=C(C=C1)OC1=CC=C(C=N1)NC(=O)[C@@H](CC)NC(OC(C)(C)C)=O)OC (1,1-dimethylethyl ((1R)-1-{[(6-{[4-methyl-3-(methyloxy)phenyl]oxy}-3-pyridinyl)amino]carbonyl}propyl)carbamate), ClCCl (dichloromethane). Reaction conditions: time 1 hour. The product is N[C@@H](C(=O)NC=1C=NC(=CC1)OC1=CC(=C(C=C1)C)OC)CC ((2R)-2-amino-N-(6-{[4-methyl-3-(methyloxy)phenyl]oxy}-3-pyridinyl)butanamide). Isolated yield 91.8%. As a reaction SMILES: [CH3:1][C:2]1[CH:7]=[CH:6][C:5]([O:8][C:9]2[N:14]=[CH:13][C:12]([NH:15][C:16]([C@H:18]([NH:21]C(=O)OC(C)(C)C)[CH2:19][CH3:20])=[O:17])=[CH:11][CH:10]=2)=[CH:4][C:3]=1[O:29][CH3:30].ClCCl>>[NH2:21][C@H:18]([CH2:19][CH3:20])[C:16]([NH:15][C:12]1[CH:13]=[N:14][C:9]([O:8][C:5]2[CH:6]=[CH:7][C:2]([CH3:1])=[C:3]([O:29][CH3:30])[CH:4]=2)=[CH:10][CH:11]=1)=[O:17]. Procedure: To a solution of 1,1-dimethylethyl ((1R)-1-{[(6-{[4-methyl-3-(methyloxy)phenyl]oxy}-3-pyridinyl)amino]carbonyl}propyl)carbamate (Intermediate 64, 175 mg) in dry dichloromethane (DCM) (6 mL) TFA (2 mL, 26.0 mmol) was slowly added and the reaction mixture was stirred for 1 h at room temperature. The solvent and the excess of TFA were evaporated and the residue was purified by SCX cartridge (5 g) to afford the title compound as a colourless solid (122 mg). Starting materials: Cl(=O)[O-].[Na+] (sodium chlorite), BrC1=C(C=O)C=C(C(=C1)OC)O (2-bromo-5-hydroxy-4-methoxybenzaldehyde), S(N)(O)(=O)=O (sulfamic acid), Cl(=O)[O-].[Na+] (sodium chlorite), BrC1=C(C=O)C=C(C(=C1)OC)O (2-bromo-5-hydroxy-4-methoxybenzaldehyde), CCOC(=O)C (EtOAc), Cl(=O)[O-].[Na+] (sodium chlorite). Solvent: O (water), O (water). Reaction conditions: temperature 5 celsius. Product: Cl(=O)[O-].[Na+] (sodium chlorite), BrC1=C(C(=O)O)C=C(C(=C1)OC)O (2-bromo-5-hydroxy-4-methoxy benzoic acid). Isolated yield 89.0%. Reaction SMILES: [Br:1][C:2]1[CH:9]=[C:8]([O:10][CH3:11])[C:7]([OH:12])=[CH:6][C:3]=1[CH:4]=[O:5].S(=O)(=O)([OH:15])N.CCOC(C)=O.[Cl:24]([O-:26])=[O:25].[Na+:27]>O>[Cl:24]([O-:26])=[O:25].[Na+:27].[Br:1][C:2]1[CH:9]=[C:8]([O:10][CH3:11])[C:7]([OH:12])=[CH:6][C:3]=1[C:4]([OH:15])=[O:5] |f:3.4,6.7|. Procedure: 1 Kg of 2-bromo-5-hydroxy-4-methoxy benzaldehyde (B2) and 1.255 Kg of sulfamic acid were added with stirring into a mixture of 4.473 Kg of EtOAc and 8 L of water. The reaction mixture was stirred until all of the solid had dissolved. The reaction mixture was cooled to between −10 and 0° C. An aqueous solution of sodium chlorite was prepared by dissolving 505 g of sodium chlorite in 3 L of water. The sodium chlorite solution was added to the pre-cooled B2 solution at a rate that maintained the re... Starting materials: CCCCO, CCN(C(C)C)C(C)C, Fc1nc(Cl)c2[nH]cnc2n1, NCc1cccnc1. The product is Fc1nc(NCc2cccnc2)c2nc[nH]c2n1. RXN SMILES: [CH2:29]([OH:30])[CH2:31][CH2:32][CH3:33].[CH:12]([N:13]([CH2:14][CH3:15])[CH:16]([CH3:17])[CH3:18])([CH3:19])[CH3:20].[Cl:1][c:2]1[c:3]2[nH:4][cH:5][n:6][c:7]2[n:8][c:9]([F:11])[n:10]1.[n:21]1[cH:22][c:23]([CH2:27][NH2:28])[cH:24][cH:25][cH:26]1>>[c:2]1([NH:28][CH2:27][c:23]2[cH:22][n:21][cH:26][cH:25][cH:24]2)[c:3]2[n:4][cH:5][nH:6][c:7]2[n:8][c:9]([F:11])[n:10]1.